The task is: describe an organic reaction: reactants, conditions, products, and yield. This data is from the Open Reaction Database (ORD), a public repository of structured organic reaction records. The reactants are Cc1nc(Cl)c([N+](=O)[O-])c(N2CCc3ccccc3CC2)n1, NCCCn1ccnc1. Yields the product Cc1nc(NCCCn2ccnc2)c([N+](=O)[O-])c(N2CCc3ccccc3CC2)n1. Reaction SMILES: [Cl:1][c:2]1[c:3]([N+:20](=[O:21])[O-:22])[c:4]([N:9]2[CH2:10][CH2:11][c:12]3[c:13]([cH:16][cH:17][cH:18][cH:19]3)[CH2:14][CH2:15]2)[n:5][c:6]([CH3:8])[n:7]1.[NH2:23][CH2:24][CH2:25][CH2:26][n:27]1[cH:28][n:29][cH:30][cH:31]1>>[c:2]1([NH:23][CH2:24][CH2:25][CH2:26][n:27]2[cH:28][n:29][cH:30][cH:31]2)[c:3]([N+:20](=[O:21])[O-:22])[c:4]([N:9]2[CH2:10][CH2:11][c:12]3[c:13]([cH:16][cH:17][cH:18][cH:19]3)[CH2:14][CH2:15]2)[n:5][c:6]([CH3:8])[n:7]1. Reactants: ClC=1C=CC=C(C1C1=CC(=CC=C1)C)C(=O)[C@H]1CN(CCC1)C(=O)OC(C)(C)C ((R)-tert-butyl 3-(6-chloro-3′-methylbiphenylcarbonyl)piperidine-1-carboxylate), C[Si]1(N([Si](CC1)(C)C)CCC[Mg]Cl)C ((3-(2,2,5,5-tetramethyl-1,2,5-azadisilolidin-1-yl)propyl)magnesium chloride). Solvent: C1CCOC1 (THF), C1CCOC1 (THF). Conditions: time 8 hour. Product: NCCC[C@@](O)(C1=C(C(=CC=C1)Cl)C1=CC(=CC=C1)C)[C@H]1CN(CCC1)C(=O)OC(C)(C)C ((R)-tert-butyl 3-((S)-4-amino-1-(6-chloro-3′-methylbiphenyl-2-yl)-1-hydroxybutyl)piperidine-1-carboxylate). RXN SMILES: [Cl:1][C:2]1[CH:3]=[CH:4][CH:5]=[C:6]([C:15]([C@@H:17]2[CH2:22][CH2:21][CH2:20][N:19]([C:23]([O:25][C:26]([CH3:29])([CH3:28])[CH3:27])=[O:24])[CH2:18]2)=[O:16])[C:7]=1[C:8]1[CH:13]=[CH:12][CH:11]=[C:10]([CH3:14])[CH:9]=1.C[Si]1(C)CC[Si](C)(C)[N:32]1[CH2:38][CH2:39][CH2:40][Mg]Cl>C1COCC1>[NH2:32][CH2:38][CH2:39][CH2:40][C@:15]([C@@H:17]1[CH2:22][CH2:21][CH2:20][N:19]([C:23]([O:25][C:26]([CH3:29])([CH3:28])[CH3:27])=[O:24])[CH2:18]1)([C:6]1[CH:5]=[CH:4][CH:3]=[C:2]([Cl:1])[C:7]=1[C:8]1[CH:13]=[CH:12][CH:11]=[C:10]([CH3:14])[CH:9]=1)[OH:16]. Procedure: To a solution of (R)-tert-butyl 3-(6-chloro-3′-methylbiphenylcarbonyl)piperidine-1-carboxylate (800 mg, 1.94 mmol) in anhydrous THF (15 mL) cooled to −78° C. was added dropwise a solution of 2 M (3-(2,2,5,5-tetramethyl-1,2,5-azadisilolidin-1-yl)propyl)magnesium chloride in THF (0.968 mL, 1.94 mmol). After addition, the reaction mixture was allowed to warm slowly to room temperature while stirring overnight. The mixture was quenched with satd aq NH4Cl (15 mL) and extracted with CH2Cl2 (3×). The c... Starting materials: C(C1=CC=CC=C1)OC=1C=C(C=2N(C1)N=CC2)NC(OC(C)(C)C)=O (tert-butyl [6-(benzyloxy)pyrazolo[1,5-a]pyridin-4-yl]carbamate). Reagents/catalysts: [Pd] (Palladium on carbon). Solvent: C(C)O (ethanol). Run at time 1 hour. The product is OC=1C=C(C=2N(C1)N=CC2)NC(OC(C)(C)C)=O (tert-butyl (6-hydroxypyrazolo[1,5-a]pyridin-4-yl)carbamate). As a reaction SMILES: C([O:8][C:9]1[CH:10]=[C:11]([NH:18][C:19](=[O:25])[O:20][C:21]([CH3:24])([CH3:23])[CH3:22])[C:12]2[N:13]([N:15]=[CH:16][CH:17]=2)[CH:14]=1)C1C=CC=CC=1>C(O)C.[Pd]>[OH:8][C:9]1[CH:10]=[C:11]([NH:18][C:19](=[O:25])[O:20][C:21]([CH3:23])([CH3:22])[CH3:24])[C:12]2[N:13]([N:15]=[CH:16][CH:17]=2)[CH:14]=1. Procedure: tert-butyl [6-(benzyloxy)pyrazolo[1,5-a]pyridin-4-yl]carbamate from Step 3 (140 mg, 0.363 mmol) was dissolved in absolute ethanol (5 ml). Palladium on carbon (77 mg, 0.073 mmol) was added and the mixture was placed under an atmosphere of hydrogen (balloon). After 1 h, the mixture was filtered through a 45 μm syringe filter and the filtrate was concentrated. The residue was purified by column chromatography on silica gel (ethyl acetate/isohexane gradient) to afford tert-butyl (6-hydroxypyrazolo[1... The reactants are C(C)(C)(C)[Si](C1=CC=CC=C1)(C1=CC=CC=C1)OCCCCC1=CC(=CC=C1)S(=O)C1CCCC1 (tert-butyl{4-[3-(cyclopentylsulfinyl)phenyl]butoxy}diphenylsilane), [F-].C(CCC)[N+](CCCC)(CCCC)CCCC (tetra-n-butylammonium fluoride). Run in C1CCOC1 (THF), C1CCOC1 (THF). Run at time 5 hour. Yields the product C1(CCCC1)S(=O)C=1C=C(C=CC1)CCCCO (4-[3-(Cyclopentylsulfinyl)phenyl]butan-1-ol). Reaction SMILES: C([Si]([O:18][CH2:19][CH2:20][CH2:21][CH2:22][C:23]1[CH:28]=[CH:27][CH:26]=[C:25]([S:29]([CH:31]2[CH2:35][CH2:34][CH2:33][CH2:32]2)=[O:30])[CH:24]=1)(C1C=CC=CC=1)C1C=CC=CC=1)(C)(C)C.[F-].C([N+](CCCC)(CCCC)CCCC)CCC>C1COCC1>[CH:31]1([S:29]([C:25]2[CH:24]=[C:23]([CH2:22][CH2:21][CH2:20][CH2:19][OH:18])[CH:28]=[CH:27][CH:26]=2)=[O:30])[CH2:35][CH2:34][CH2:33][CH2:32]1 |f:1.2|. Procedure details: A solution of tert-butyl{4-[3-(cyclopentylsulfinyl)phenyl]butoxy}diphenylsilane (690 mg) in dry THF (10 ml) was treated with a solution of tetra-n-butylammonium fluoride in THF (1M; 3 ml) and the resultant reaction mixture stirred at room temperature for 5 h prior to concentration in vacuo. The residue was purified by chromatography (SPE, Gradient between cyclohexane and EtOAc) to give the title compound. LCMS RT=2.64 min. Reactants: COC(=O)c1ccc(N2CCN(C(c3ccc(F)cc3)c3ccc(F)cc3)CC2)c([N+](=O)[O-])c1, CCOC(C)=O, CN(C)C=O, O, O, Cl[Sn]Cl. Yields the product COC(=O)c1ccc(N2CCN(C(c3ccc(F)cc3)c3ccc(F)cc3)CC2)c(N)c1. As a reaction SMILES: [CH3:1][O:2][C:3]([c:4]1[cH:5][c:6]([N+:31]([O-:32])=[O:33])[c:7]([N:10]2[CH2:11][CH2:12][N:13]([CH:16]([c:17]3[cH:18][cH:19][c:20]([F:23])[cH:21][cH:22]3)[c:24]3[cH:25][cH:26][c:27]([F:30])[cH:28][cH:29]3)[CH2:14][CH2:15]2)[cH:8][cH:9]1)=[O:34].[CH3:45][CH2:46][O:47][C:48](=[O:49])[CH3:50].[O:40]=[CH:41][N:42]([CH3:43])[CH3:44].[OH2:35].[OH2:36].[Sn:37]([Cl:38])[Cl:39]>>[CH3:1][O:2][C:3]([c:4]1[cH:5][c:6]([NH2:31])[c:7]([N:10]2[CH2:11][CH2:12][N:13]([CH:16]([c:17]3[cH:18][cH:19][c:20]([F:23])[cH:21][cH:22]3)[c:24]3[cH:25][cH:26][c:27]([F:30])[cH:28][cH:29]3)[CH2:14][CH2:15]2)[cH:8][cH:9]1)=[O:34]. Reactants: C12COCC(CC1)N2C2=NC(=NC(=C2)CN(C)C)C2=CC=C(C=C2)NC(=O)NC2CC2 (1-(4-(4-(3-oxa-8-azabicyclo[3.2.1]octan-8-yl)-6-((dimethylamino)methyl)pyrimidin-2-yl)phenyl)-3-cyclopropylurea), CN(CCOC1=CC=C(C=C1)NC(=O)NC1=CC=C(C=C1)B1OC(C(O1)(C)C)(C)C)C (1-(4-(2-(dimethylamino)ethoxy)phenyl)-3-(4-(4,4,5,5-tetramethyl-1,3,2-dioxaborolan-2-yl)phenyl)urea), boronic ester. Yields the product C12COCC(CC1)N2C2=NC(=NC(=C2)CN(C)C)C2=CC=C(C=C2)NC(=O)NC2=CC=C(C=C2)OCCN(C)C (1-(4-(4-(3-oxa-8-azabicyclo[3.2.1]octan-8-yl)-6-((dimethylamino)methyl)pyrimidin-2-yl)phenyl)-3-(4-(2-(dimethylamino)ethoxy)phenyl)urea). RXN SMILES: [CH:1]12[N:8]([C:9]3[CH:14]=[C:13]([CH2:15][N:16]([CH3:18])[CH3:17])[N:12]=[C:11]([C:19]4[CH:24]=[CH:23][C:22]([NH:25][C:26]([NH:28][CH:29]5[CH2:31][CH2:30]5)=[O:27])=[CH:21][CH:20]=4)[N:10]=3)[CH:5]([CH2:6][CH2:7]1)[CH2:4][O:3][CH2:2]2.[CH3:32][N:33]([CH3:62])[CH2:34][CH2:35][O:36][C:37]1C=CC(NC(NC2C=CC(B3OC(C)(C)C(C)(C)O3)=CC=2)=O)=[CH:39][CH:38]=1>>[CH:1]12[N:8]([C:9]3[CH:14]=[C:13]([CH2:15][N:16]([CH3:17])[CH3:18])[N:12]=[C:11]([C:19]4[CH:24]=[CH:23][C:22]([NH:25][C:26]([NH:28][C:29]5[CH:39]=[CH:38][C:37]([O:36][CH2:35][CH2:34][N:33]([CH3:62])[CH3:32])=[CH:31][CH:30]=5)=[O:27])=[CH:21][CH:20]=4)[N:10]=3)[CH:5]([CH2:6][CH2:7]1)[CH2:4][O:3][CH2:2]2. Reported procedure: A procedure analogous to that used for the preparation of 1-(4-(4-(3-oxa-8-azabicyclo[3.2.1]octan-8-yl)-6-((dimethylamino)methyl)pyrimidin-2-yl)phenyl)-3-cyclopropylurea was used, using 1-(4-(2-(dimethylamino)ethoxy)phenyl)-3-(4-(4,4,5,5-tetramethyl-1,3,2-dioxaborolan-2-yl)phenyl)urea as the boronic ester component. Yield=0.034 g, 18%. MS; 546.5, M+H.